Task: describe an organic reaction: reactants, conditions, products, and yield. Dataset: the Open Reaction Database (ORD), a public repository of structured organic reaction records Reactants: C(CCCCCCC)C1=CC=C(N)C=C1 (4-n-octylaniline), CC1(OCC(CO1)=O)C (2,2-dimethyl-1,3-dioxan-5-one), [BH-](OC(=O)C)(OC(=O)C)OC(=O)C.[Na+] (NaBH(OAc)3), CC(=O)O (AcOH). Run in ClCCCl (1,2 dichloroethane), CCOCC (Et2O). Reaction conditions: time 2 hour. Yields the product CC1(OCC(CO1)NC1=CC=C(C=C1)CCCCCCCC)C (2,2-Dimethyl-N-(4-octylphenyl)-1,3-dioxan-5-amine). Yield: 62.6%. RXN SMILES: [CH2:1]([C:9]1[CH:15]=[CH:14][C:12]([NH2:13])=[CH:11][CH:10]=1)[CH2:2][CH2:3][CH2:4][CH2:5][CH2:6][CH2:7][CH3:8].[CH3:16][C:17]1([CH3:24])[O:22][CH2:21][C:20](=O)[CH2:19][O:18]1.[BH-](OC(C)=O)(OC(C)=O)OC(C)=O.[Na+].CC(O)=O>ClCCCl.CCOCC>[CH3:16][C:17]1([CH3:24])[O:22][CH2:21][CH:20]([NH:13][C:12]2[CH:11]=[CH:10][C:9]([CH2:1][CH2:2][CH2:3][CH2:4][CH2:5][CH2:6][CH2:7][CH3:8])=[CH:15][CH:14]=2)[CH2:19][O:18]1 |f:2.3|. Procedure details: To a mixture of 4-n-octylaniline (0.205 g; 1 mmol) and 2,2-dimethyl-1,3-dioxan-5-one (Helvetica Chimica Acta, 2003, 86, 2467; 0.13 g; 1 mmol) and NaBH(OAc)3 in 1,2 dichloroethane (3.5 ml), AcOH (0.06 ml; 1 mmol) was added and the mixture was stirred for 2 h at room temperature under N2, diluted to 20 ml with Et2O and washed with 1N NaOH, H2O, brine, dried over anhydrous MgSO4 and filtered. The filtrate was evaporated under reduced pressure and the residue was purified crystallization from hexane... The reactants are CN(C(C1=CC=CC=C1)=O)C1CCC=2NC3=C(C=C(C=C3C2C1)F)F (3-(N-methylbenzamido)-6,8-difluoro-1,2,3,4-tetrahydrocarbazole), C(C)(=O)NC1CCC=2NC3=C(C=CC=C3C2C1)F (3-acetamido-8-fluoro-1,2,3,4-tetrahydrocarbazole). The product is C(C)NC1CCC=2NC3=C(C=CC=C3C2C1)F (3-(ethylamino)-8-fluoro-1,2,3,4-tetrahydrocarbazole). Reaction SMILES: C[N:2]([CH:11]1[CH2:23][C:22]2[C:21]3[C:16](=[C:17]([F:25])[CH:18]=[C:19](F)[CH:20]=3)[NH:15][C:14]=2[CH2:13][CH2:12]1)[C:3](=O)[C:4]1C=CC=CC=1.C(NC1CC2C3C(=C(F)C=CC=3)NC=2CC1)(=O)C>>[CH2:3]([NH:2][CH:11]1[CH2:23][C:22]2[C:21]3[C:16](=[C:17]([F:25])[CH:18]=[CH:19][CH:20]=3)[NH:15][C:14]=2[CH2:13][CH2:12]1)[CH3:4]. Reported procedure: Following a reductive procedure similar to that described in Example 260 but substituting for 3-(N-methylbenzamido)-6,8-difluoro-1,2,3,4-tetrahydrocarbazole an equivalent amount of 3-acetamido-8-fluoro-1,2,3,4-tetrahydrocarbazole there can be obtained 3-(ethylamino)-8-fluoro-1,2,3,4-tetrahydrocarbazole. Starting materials: ClCCl, CC(C)CN=C=S, Nc1cccc(N)c1. Product: CC(C)CNC(=S)Nc1cccc(N)c1. Reaction SMILES: [CH2:16]([Cl:17])[Cl:18].[CH2:1]([CH:2]([CH3:3])[CH3:4])[N:5]=[C:6]=[S:7].[c:8]1([NH2:15])[cH:9][c:10]([NH2:14])[cH:11][cH:12][cH:13]1>>[CH2:1]([CH:2]([CH3:3])[CH3:4])[NH:5][C:6](=[S:7])[NH:14][c:10]1[cH:9][c:8]([NH2:15])[cH:13][cH:12][cH:11]1. Yields the product O=C(CCCl)c1ncco1. Reaction SMILES: [CH2:6]([Li:7])[CH2:8][CH2:9][CH3:10].[CH3:28][CH2:29][O:30][C:31](=[O:32])[CH3:33].[Cl-:18].[Cl-:25].[Cl-:27].[Cl:12][CH2:13][CH2:14][C:15](=[O:16])[Cl:17].[I-:11].[NH4+:19].[O:20]1[CH2:21][CH2:22][CH2:23][CH2:24]1.[Zn+2:26].[o:1]1[cH:2][n:3][cH:4][cH:5]1>>[o:1]1[c:2]([C:15]([CH2:14][CH2:13][Cl:12])=[O:16])[n:3][cH:4][cH:5]1. Starting materials: [Li]CCCC, CCOC(C)=O, [Cl-], [Cl-], [Cl-], O=C(Cl)CCCl, [I-], [NH4+], C1CCOC1, [Zn+2], c1cocn1. Reactants: CCOC(OCC)c1ccc(C=O)cc1, ClCCl, Nc1cccc2c1COC2=O, [Na+], [Na+], O=S(=O)([O-])[O-]. The product is CCOC(OCC)c1ccc(C=Nc2cccc3c2COC3=O)cc1. Reaction SMILES: [CH2:1]([CH3:2])[O:3][CH:4]([c:5]1[cH:6][cH:7][c:8]([CH:9]=[O:10])[cH:11][cH:12]1)[O:13][CH2:14][CH3:15].[Cl:34][CH2:35][Cl:36].[NH2:23][c:24]1[c:25]2[c:29]([cH:30][cH:31][cH:32]1)[C:28](=[O:33])[O:27][CH2:26]2.[Na+:16].[Na+:17].[O-:18][S:19](=[O:20])(=[O:21])[O-:22]>>[CH2:1]([CH3:2])[O:3][CH:4]([c:5]1[cH:6][cH:7][c:8]([CH:9]=[N:23][c:24]2[c:25]3[c:29]([cH:30][cH:31][cH:32]2)[C:28](=[O:33])[O:27][CH2:26]3)[cH:11][cH:12]1)[O:13][CH2:14][CH3:15].